Dataset: the Open Reaction Database (ORD), a public repository of structured organic reaction records. Task: describe an organic reaction: reactants, conditions, products, and yield Reactants: CCCS(=O)(=O)N1CCNCC1, CS(C)=O, CO, CCN(C(C)C)C(C)C, Cc1cc2nc(NC(=O)c3ccc(C(C)(C)O)cc3)cc(Cl)n2n1, Cl, CN(C)C=O. The product is CCCS(=O)(=O)N1CCN(c2cc(NC(=O)c3ccc(C(C)(C)O)cc3)nc3cc(C)nn23)CC1. As a reaction SMILES: [CH2:26]([CH2:27][CH3:28])[S:29](=[O:30])(=[O:31])[N:32]1[CH2:33][CH2:34][NH:35][CH2:36][CH2:37]1.[CH3:52][S:53]([CH3:54])=[O:55].[CH3:56][OH:57].[CH:38]([N:39]([CH2:40][CH3:41])[CH:42]([CH3:43])[CH3:44])([CH3:45])[CH3:46].[Cl:1][c:2]1[cH:3][c:4]([NH:12][C:13]([c:14]2[cH:15][cH:16][c:17]([C:20]([CH3:21])([CH3:22])[OH:23])[cH:18][cH:19]2)=[O:24])[n:5][c:6]2[n:7]1[n:8][c:9]([CH3:11])[cH:10]2.[ClH:25].[O:47]=[CH:48][N:49]([CH3:50])[CH3:51]>>[c:2]1([N:35]2[CH2:34][CH2:33][N:32]([S:29]([CH2:26][CH2:27][CH3:28])(=[O:30])=[O:31])[CH2:37][CH2:36]2)[cH:3][c:4]([NH:12][C:13]([c:14]2[cH:15][cH:16][c:17]([C:20]([CH3:21])([CH3:22])[OH:23])[cH:18][cH:19]2)=[O:24])[n:5][c:6]2[n:7]1[n:8][c:9]([CH3:11])[cH:10]2. The reactants are P(OC1=C(C=C(C=C1C(C)(C)C)C(C)(C)C)C(C)(C)C)(OC1=C(C=C(C=C1C(C)(C)C)C(C)(C)C)C(C)(C)C)Cl (bis(2,4,6-tri-t-butylphenyl) phosphorochloridite), C(C)(C)(C1=CC=C(C=C1)O)C1=CC=C(C=C1)O (4,4'-isopropylidenebisphenol), C(C)(C)(C1=CC=C(C=C1)O)C1=CC=C(C=C1)O (4,4'-isopropylidenebisphenol), [H-].[Na+] (sodium hydride), 4,4-iso-propylidenebisphenol, Cl (HCl). Solvent: O1CCCC1 (tetrahydrofuran), C(C)#N (acetonitrile), O1CCCC1 (tetrahydrofuran). Product: P(OC1=C(C=C(C=C1C(C)(C)C)C(C)(C)C)C(C)(C)C)(OC1=C(C=C(C=C1C(C)(C)C)C(C)(C)C)C(C)(C)C)OC1=CC=C(C=C1)C(C)(C)C1=CC=C(C=C1)OP(OC1=C(C=C(C=C1C(C)(C)C)C(C)(C)C)C(C)(C)C)OC1=C(C=C(C=C1C(C)(C)C)C(C)(C)C)C(C)(C)C (Tetrakis(2,4,6-tris-t-butyl-phenyl) 4,4'-isopropylidenebisphenyl diphosphite). As a reaction SMILES: [C:1]([C:11]1[CH:16]=[CH:15][C:14]([OH:17])=[CH:13][CH:12]=1)([C:4]1[CH:9]=[CH:8][C:7]([OH:10])=[CH:6][CH:5]=1)([CH3:3])[CH3:2].[H-].[Na+].[P:20](Cl)([O:40][C:41]1[C:46]([C:47]([CH3:50])([CH3:49])[CH3:48])=[CH:45][C:44]([C:51]([CH3:54])([CH3:53])[CH3:52])=[CH:43][C:42]=1[C:55]([CH3:58])([CH3:57])[CH3:56])[O:21][C:22]1[C:27]([C:28]([CH3:31])([CH3:30])[CH3:29])=[CH:26][C:25]([C:32]([CH3:35])([CH3:34])[CH3:33])=[CH:24][C:23]=1[C:36]([CH3:39])([CH3:38])[CH3:37].Cl>O1CCCC1.C(#N)C>[P:20]([O:17][C:14]1[CH:13]=[CH:12][C:11]([C:1]([C:4]2[CH:5]=[CH:6][C:7]([O:10][P:20]([O:40][C:41]3[C:42]([C:55]([CH3:58])([CH3:57])[CH3:56])=[CH:43][C:44]([C:51]([CH3:54])([CH3:53])[CH3:52])=[CH:45][C:46]=3[C:47]([CH3:50])([CH3:49])[CH3:48])[O:21][C:22]3[C:23]([C:36]([CH3:37])([CH3:38])[CH3:39])=[CH:24][C:25]([C:32]([CH3:33])([CH3:34])[CH3:35])=[CH:26][C:27]=3[C:28]([CH3:29])([CH3:30])[CH3:31])=[CH:8][CH:9]=2)([CH3:3])[CH3:2])=[CH:16][CH:15]=1)([O:40][C:41]1[C:46]([C:47]([CH3:50])([CH3:49])[CH3:48])=[CH:45][C:44]([C:51]([CH3:54])([CH3:53])[CH3:52])=[CH:43][C:42]=1[C:55]([CH3:58])([CH3:57])[CH3:56])[O:21][C:22]1[C:27]([C:28]([CH3:31])([CH3:30])[CH3:29])=[CH:26][C:25]([C:32]([CH3:35])([CH3:34])[CH3:33])=[CH:24][C:23]=1[C:36]([CH3:39])([CH3:38])[CH3:37] |f:1.2|. Procedure: A solution of 1.16 grams of 4,4'-isopropylidenebisphenol (0.005 mol) in 50 ml of dry tetrahydrofuran was added to a reaction vessel equipped with stirring and heating means. While stirring the 4,4'-isopropylidenebisphenol solution under nitrogen, 0.24 gram (0.01 mol) of sodium hydride, as a 50 weight percent dispersion in mineral oil was added to the 4,4-iso-propylidenebisphenol solution and the resulting mixture was stirred at 55° C. for one hour. The reaction mixture was cooled to room tempera... Reactants: ClC=1C=C(C2=C(N(C(N2COCC[Si](C)(C)C)=O)COCC[Si](C)(C)C)C1)C(=C)OCC1(CCN(CC1)C(=O)OC(C)(C)C)C1=CC=C(C=C1)F (tert-butyl 4-((1-(6-chloro-2-oxo-1,3-bis((2-(trimethylsilyl)ethoxy)methyl)-2,3-dihydro-1H-benzo[d]imidazol-4-yl)vinyloxy)methyl)-4-(4-fluorophenyl)piperidine-1-carboxylate). Reagents/catalysts: [B-](F)(F)(F)F.CC[C@@H]1CC[C@H](P1C2=CC=CC=C2P3[C@@H](CC[C@H]3CC)CC)CC.C1C[CH][CH]CC[CH][CH]1.[Rh] ((−)-1,2-Bis((2R,5R)-2,5-diethylphospholano)benzene(cyclooctadiene)rhodium(1)tetrafluoroborate). Solvent: ClCCCl (1,2-dichloroethane). Run at time 24 hour. The product is ClC=1C=C(C2=C(N(C(N2COCC[Si](C)(C)C)=O)COCC[Si](C)(C)C)C1)C(C)OCC1(CCN(CC1)C(=O)OC(C)(C)C)C1=CC=C(C=C1)F (tert-Butyl 4-((1-(6-chloro-2-oxo-1,3-bis((2-(trimethylsilyl)ethoxy)methyl)-2,3-dihydro-1H-benzo[d]imidazol-4-yl)ethoxy)methyl)-4-(4-fluorophenyl)piperidine-1-carboxylate). As a reaction SMILES: [Cl:1][C:2]1[CH:3]=[C:4]([C:28]([O:30][CH2:31][C:32]2([C:45]3[CH:50]=[CH:49][C:48]([F:51])=[CH:47][CH:46]=3)[CH2:37][CH2:36][N:35]([C:38]([O:40][C:41]([CH3:44])([CH3:43])[CH3:42])=[O:39])[CH2:34][CH2:33]2)=[CH2:29])[C:5]2[N:9]([CH2:10][O:11][CH2:12][CH2:13][Si:14]([CH3:17])([CH3:16])[CH3:15])[C:8](=[O:18])[N:7]([CH2:19][O:20][CH2:21][CH2:22][Si:23]([CH3:26])([CH3:25])[CH3:24])[C:6]=2[CH:27]=1>ClCCCl.[B-](F)(F)(F)F.CC[C@H]1P(C2C(P3[C@H](CC)CC[C@H]3CC)=CC=CC=2)[C@H](CC)CC1.C1[CH][CH]CC[CH][CH]C1.[Rh]>[Cl:1][C:2]1[CH:3]=[C:4]([CH:28]([O:30][CH2:31][C:32]2([C:45]3[CH:50]=[CH:49][C:48]([F:51])=[CH:47][CH:46]=3)[CH2:37][CH2:36][N:35]([C:38]([O:40][C:41]([CH3:43])([CH3:44])[CH3:42])=[O:39])[CH2:34][CH2:33]2)[CH3:29])[C:5]2[N:9]([CH2:10][O:11][CH2:12][CH2:13][Si:14]([CH3:17])([CH3:16])[CH3:15])[C:8](=[O:18])[N:7]([CH2:19][O:20][CH2:21][CH2:22][Si:23]([CH3:25])([CH3:26])[CH3:24])[C:6]=2[CH:27]=1 |f:2.3.4.5,^1:85,86,89,90|. Reported procedure: A solution of tert-butyl 4-((1-(6-chloro-2-oxo-1,3-bis((2-(trimethylsilyl)ethoxy)methyl)-2,3-dihydro-1H-benzo[d]imidazol-4-yl)vinyloxy)methyl)-4-(4-fluorophenyl)piperidine-1-carboxylate (470 mg, 0.616 mmol) in 1,2-dichloroethane (20 mL) was degassed by passing a stream of nitrogen through the solution for 1 h. The reaction was quickly treated with (−)-1,2-Bis((2R,5R)-2,5-diethylphospholano)benzene(cyclooctadiene)rhodium(1)tetrafluoroborate (50 mg, 0.076 mmol) and flushed with nitrogen for 10 min... Starting materials: COc1ccc(Oc2c(C)cc([N+](=O)[O-])cc2C)cc1, O=C(Cl)c1ccc(F)cc1, [Ti]. Yields the product COc1ccc(Oc2c(C)cc([N+](=O)[O-])cc2C)cc1C(=O)c1ccc(F)cc1. RXN SMILES: [CH3:1][O:2][c:3]1[cH:4][cH:5][c:6]([O:7][c:8]2[c:9]([CH3:18])[cH:10][c:11]([N+:15](=[O:16])[O-:17])[cH:12][c:13]2[CH3:14])[cH:19][cH:20]1.[F:21][c:22]1[cH:23][cH:24][c:25]([C:26](=[O:27])[Cl:28])[cH:29][cH:30]1.[Ti:31]>>[CH3:1][O:2][c:3]1[cH:4][cH:5][c:6]([O:7][c:8]2[c:9]([CH3:18])[cH:10][c:11]([N+:15](=[O:16])[O-:17])[cH:12][c:13]2[CH3:14])[cH:19][c:20]1[C:26]([c:25]1[cH:24][cH:23][c:22]([F:21])[cH:30][cH:29]1)=[O:27]. Reactants: C1(=CC=CC=C1)P(C1=CC=CC=C1)C1=CC=CC=C1 (Triphenylphosphine), C(=O)(OCC)C=C[C@@H]1[C@H](C[C@@H](O1)N1C(=O)NC(=O)C(C)=C1)N=[N+]=[N-] (5'-Carbethoxymethylene-3'-azido-5',3'dideoxythymidine). Run in C1CCOC1.O (THF H2O), CO.C(C)(=O)OCC (methanol ethyl acetate). Run at time 3 hour. Product: N (ammonia), C(=O)(OCC)C=C[C@@H]1[C@H](C[C@@H](O1)N1C(=O)NC(=O)C(C)=C1)N (5'-Carbethoxymethylene-3'-amino-5',3'-dideoxythymidine). Isolated yield 185.8%. As a reaction SMILES: C1(P(C2C=CC=CC=2)C2C=CC=CC=2)C=CC=CC=1.[C:20]([CH:25]=[CH:26][C@H:27]1[O:31][C@@H:30]([N:32]2[CH:40]=[C:38]([CH3:39])[C:36](=[O:37])[NH:35][C:33]2=[O:34])[CH2:29][C@@H:28]1[N:41]=[N+]=[N-])([O:22][CH2:23][CH3:24])=[O:21]>C1COCC1.O.CO.C(OCC)(=O)C>[NH3:32].[C:20]([CH:25]=[CH:26][C@H:27]1[O:31][C@@H:30]([N:32]2[CH:40]=[C:38]([CH3:39])[C:36](=[O:37])[NH:35][C:33]2=[O:34])[CH2:29][C@@H:28]1[NH2:41])([O:22][CH2:23][CH3:24])=[O:21] |f:2.3,4.5|. Procedure details: Triphenylphosphine (786 mg; 3 mM) was added to a stirred solution of the ester of Example 7 (16; 700 mg: 2.09 mM) in THF/H2O (10 ml/l ml) and the reaction was monitored by gas evolution via an attached gas bubbler. The reaction was completed after 3 hours. The mixture was evaporated in vacuo and the crude oil was chromatographed over SiO2 (50 g), eluting with 5% saturated. ammonia in methanol/ethyl acetate to afford a 93% yield (600 mg) of the title compound. Rf =0.3 (5% saturated. NH3 /MeOH in ... Reactants: OCCCC1CCN(c2ccc(Cl)nn2)CC1, C1CCOC1, CCOC(=O)c1ccc(S)cc1. Product: CCOC(=O)c1ccc(SCCCC2CCN(c3ccc(Cl)nn3)CC2)cc1. As a reaction SMILES: [Cl:1][c:2]1[cH:3][cH:4][c:5]([N:8]2[CH2:9][CH2:10][CH:11]([CH2:14][CH2:15][CH2:16][OH:17])[CH2:12][CH2:13]2)[n:6][n:7]1.[O:30]1[CH2:31][CH2:32][CH2:33][CH2:34]1.[SH:18][c:19]1[cH:20][cH:21][c:22]([C:23](=[O:24])[O:25][CH2:26][CH3:27])[cH:28][cH:29]1>>[Cl:1][c:2]1[cH:3][cH:4][c:5]([N:8]2[CH2:9][CH2:10][CH:11]([CH2:14][CH2:15][CH2:16][S:18][c:19]3[cH:20][cH:21][c:22]([C:23](=[O:24])[O:25][CH2:26][CH3:27])[cH:28][cH:29]3)[CH2:12][CH2:13]2)[n:6][n:7]1. Reactants: OC1CCN(Cc2ccccc2)CC1C(F)(F)F, CO, [H][H], [OH-], [OH-], [Pd+2]. Yields the product OC1CCNCC1C(F)(F)F. RXN SMILES: [CH2:1]([c:2]1[cH:3][cH:4][cH:5][cH:6][cH:7]1)[N:8]1[CH2:9][CH:10]([C:15]([F:16])([F:17])[F:18])[CH:11]([OH:14])[CH2:12][CH2:13]1.[CH3:19][OH:20].[H:21][H:22].[OH-:23].[OH-:25].[Pd+2:24]>>[NH:8]1[CH2:9][CH:10]([C:15]([F:16])([F:17])[F:18])[CH:11]([OH:14])[CH2:12][CH2:13]1.